Task: describe an organic reaction: reactants, conditions, products, and yield. Dataset: the Open Reaction Database (ORD), a public repository of structured organic reaction records Product: BrC1=C(C=CC=C1)CCC(=O)O (3-(2-bromophenyl)propionic acid). Reported procedure: To a solution of methyl 3-(2-bromophenyl)propionate (35.77 g) in ethanol (80.7 ml) was added at room temperature dropwise a solution of sodium hydroxide (11.77 g) in water (40 ml). After the reaction mixture was stirred under reflux for 2.5 hrs. and left standing for cooling, methanol was removed by distillation under reduced pressure, the residue was poured into ice-hydrochloric acid and stirred for 20 minutes. Crystalline precipitates were filtered, washed well with water, dried under reduced ... Run in C(C)O (ethanol), O (water). The yield is 96.1%. RXN SMILES: [Br:1][C:2]1[CH:7]=[CH:6][CH:5]=[CH:4][C:3]=1[CH2:8][CH2:9][C:10]([O:12]C)=[O:11].[OH-].[Na+]>C(O)C.O>[Br:1][C:2]1[CH:7]=[CH:6][CH:5]=[CH:4][C:3]=1[CH2:8][CH2:9][C:10]([OH:12])=[O:11] |f:1.2|. Reactants: BrC1=C(C=CC=C1)CCC(=O)OC (methyl 3-(2-bromophenyl)propionate), [OH-].[Na+] (sodium hydroxide). Starting materials: OC(COC1=CC=C(C=C1)OC)[C@H]1N(CCC1)C([C@H]1N(CCC1)C(CNC1=CC=CC=C1)=O)=O ((2S)-2-[1-Hydroxy-2-(4-methoxyphenoxy)ethyl]-1-[N-(N-phenylglycyl)-L-prolyl]pyrrolidine), CS(=O)C (DMSO), C1=CC=CC=C1 (benzene). Solvent: C(C)N(CC)CC (triethylamine). Yields the product COC1=CC=C(OCC(=O)[C@H]2N(CCC2)C([C@H]2N(CCC2)C(CNC2=CC=CC=C2)=O)=O)C=C1 ((2S)-2-(4-Methoxyphenoxyacetyl)-1-[N-(N-phenylglycyl)-L-prolyl]pyrrolidine). Yield: 59.3%. Reaction SMILES: [OH:1][CH:2]([C@@H:13]1[CH2:17][CH2:16][CH2:15][N:14]1[C:18](=[O:34])[C@@H:19]1[CH2:23][CH2:22][CH2:21][N:20]1[C:24](=[O:33])[CH2:25][NH:26][C:27]1[CH:32]=[CH:31][CH:30]=[CH:29][CH:28]=1)[CH2:3][O:4][C:5]1[CH:10]=[CH:9][C:8]([O:11][CH3:12])=[CH:7][CH:6]=1.CS(C)=O.C1C=CC=CC=1>C(N(CC)CC)C>[CH3:12][O:11][C:8]1[CH:7]=[CH:6][C:5]([O:4][CH2:3][C:2]([C@@H:13]2[CH2:17][CH2:16][CH2:15][N:14]2[C:18](=[O:34])[C@@H:19]2[CH2:23][CH2:22][CH2:21][N:20]2[C:24](=[O:33])[CH2:25][NH:26][C:27]2[CH:28]=[CH:29][CH:30]=[CH:31][CH:32]=2)=[O:1])=[CH:10][CH:9]=1. Procedure details: (2S)-2-[1-Hydroxy-2-(4-methoxyphenoxy)ethyl]-1-[N-(N-phenylglycyl)-L-prolyl]pyrrolidine (488 mg) was treated in the same manner as in Example 47-D) using DMSO (3 ml), benzene (1.5 ml), triethylamine (0.73 ml+0.15 ml), and sulfur trioxide-pyridine complex (778 mg) to give 288 mg of the title compound. The reactants are FC1=C(C=CC(=C1)F)C=1C=C(C(N(N1)CC(C)C)=O)COS(=O)(=O)C (6-(2,4-difluorophenyl)-2-isobutyl-4-methanesulfonyloxymethyl-2H-pyridazin-3-one), FC=1C=C(C=CC1OC)C=1C=C(C(N(N1)CCCC1=CC=C(C=C1)F)=O)C(=O)OC (6-(3-fluoro-4-methoxyphenyl)-2-[3-(4-fluorophenyl)propyl]-4-methoxycarbonyl-2H-pyridazin-3-one). Yields the product C(=O)(O)C=1C(N(N=C(C1)C1=CC(=C(C=C1)OC)F)CCCC1=CC=C(C=C1)F)=O (4-carboxy-6-(3-fluoro-4-methoxyphenyl)-2-[3-(4-fluorophenyl)propyl]-2H-pyridazin-3-one). The yield is 89.2%. Reaction SMILES: FC1C=C(F)C=CC=1C1C=C(COS(C)(=O)=O)C(=O)N(CC(C)C)N=1.[F:26][C:27]1[CH:28]=[C:29]([C:35]2[CH:36]=[C:37]([C:52]([O:54]C)=[O:53])[C:38](=[O:51])[N:39]([CH2:41][CH2:42][CH2:43][C:44]3[CH:49]=[CH:48][C:47]([F:50])=[CH:46][CH:45]=3)[N:40]=2)[CH:30]=[CH:31][C:32]=1[O:33][CH3:34]>>[C:52]([C:37]1[C:38](=[O:51])[N:39]([CH2:41][CH2:42][CH2:43][C:44]2[CH:49]=[CH:48][C:47]([F:50])=[CH:46][CH:45]=2)[N:40]=[C:35]([C:29]2[CH:30]=[CH:31][C:32]([O:33][CH3:34])=[C:27]([F:26])[CH:28]=2)[CH:36]=1)([OH:54])=[O:53]. Procedure details: Following the procedure of Example 1 (7), 6-(3-fluoro-4-methoxyphenyl)-2-[3-(4-fluorophenyl)propyl]-4-methoxycarbonyl-2H-pyridazin-3-one was reacted to yield the title compound as a yellow powder (yield: 89.2%).